This data is from the Open Reaction Database (ORD), a public repository of structured organic reaction records. The task is: describe an organic reaction: reactants, conditions, products, and yield The reactants are crude product, C(CCC)N (n-Butyl amine), ClC=1C=C2C=C(NC2=CC1)C(=O)NC(C(=O)O)CC1=CC=CC=C1 (2-[(5-chloro-1H-indole-2-carbonyl)-amino]-3-phenyl-propionic acid), CO (methanol), dimethylaminopyridine polystyrene resin. Solvent: C(Cl)(Cl)Cl (chloroform). Product: C(CCC)NC(=O)C(CC1=CC=CC=C1)NC(=O)C=1NC2=CC=C(C=C2C1)Cl (5-Chloro-1H-indole-2-carboxylic acid (1-butylcarbamoyl-2-phenyl-ethyl)-amide). The yield is 83.0%. RXN SMILES: [CH2:1]([NH2:5])[CH2:2][CH2:3][CH3:4].[Cl:6][C:7]1[CH:8]=[C:9]2[C:13](=[CH:14][CH:15]=1)[NH:12][C:11]([C:16]([NH:18][CH:19]([CH2:23][C:24]1[CH:29]=[CH:28][CH:27]=[CH:26][CH:25]=1)[C:20](O)=[O:21])=[O:17])=[CH:10]2.CO>C(Cl)(Cl)Cl>[CH2:1]([NH:5][C:20]([CH:19]([NH:18][C:16]([C:11]1[NH:12][C:13]2[C:9]([CH:10]=1)=[CH:8][C:7]([Cl:6])=[CH:15][CH:14]=2)=[O:17])[CH2:23][C:24]1[CH:25]=[CH:26][CH:27]=[CH:28][CH:29]=1)=[O:21])[CH2:2][CH2:3][CH3:4]. Procedure details: n-Butyl amine (0.66 mmol) and 2-[(5-chloro-1H-indole-2-carbonyl)-amino]-3-phenyl-propionic acid (0.60 mmol) were coupled according to procedure A (0-25° C. reaction temperature). The crude product was dissolved in chloroform and methanol and the resulting solution stirred 18 hours with 50 mg dimethylaminopyridine-polystyrene resin (Fluka Chemical Co.), the solution filtered, concentrated and the solids triturated with ether: Yield 83%; HPLC (60/40) 8.88 minutes (92%); mp 192-193° C.; TSPMS 398/4...